This data is from the Open Reaction Database (ORD), a public repository of structured organic reaction records. The task is: describe an organic reaction: reactants, conditions, products, and yield Starting materials: COC1=CC=C(C(CBr)=O)C=C1 (4-methoxyphenacyl bromide), C(C(=O)C1=CC=CC=C1)Br (phenacyl bromide), C(C)(C)(C)C1=CC=NC=C1 (4-tert.butylpyridine). The solvent is N1=CC=CC=C1 (pyridine). Yields the product [Br-].C(C(=O)C1=CC=CC=C1)[N+]1=CC=C(C=C1)C(C)(C)C (N-(phenacyl) 4-tert.butylpyridinium bromide). Reaction SMILES: CO[C:3]1[CH:12]=[CH:11][C:6]([C:7](=[O:10])[CH2:8][Br:9])=[CH:5][CH:4]=1.C(Br)C(C1C=CC=CC=1)=O.[C:23]([C:27]1[CH:32]=[CH:31][N:30]=[CH:29][CH:28]=1)([CH3:26])([CH3:25])[CH3:24]>N1C=CC=CC=1>[Br-:9].[CH2:8]([N+:30]1[CH:31]=[CH:32][C:27]([C:23]([CH3:26])([CH3:25])[CH3:24])=[CH:28][CH:29]=1)[C:7]([C:6]1[CH:11]=[CH:12][CH:3]=[CH:4][CH:5]=1)=[O:10] |f:4.5|. Procedure details: Employing the procedure of Example I above but replacing 4-methoxyphenacyl bromide with a substantially equimolecular amount of phenacyl bromide and replacing pyridine with a substantially equimolecular amount of 4-tert.butylpyridine there is obtained N-(phenacyl) 4-tert.butylpyridinium bromide, a white solid melting at 247-248° C., and which is soluble in water. The reactants are O.C1(=CC=CC=C1)S(=O)(=O)O (benzenesulfonic acid monohydrate), ClC1=CC=C(C=C1)N1C([C@H](CC1)CN1CCN(CC1)CCOC)=O ((R)-1-(4-chlorophenyl)-3-(4-(2-methoxyethyl)piperazin-1-yl)methyl-2-pyrrolidinone). Solvent: C(C)O (ethanol), C(C)O (ethanol). Yields the product O.C1(=CC=CC=C1)S(=O)(=O)O.ClC1=CC=C(C=C1)N1C([C@H](CC1)CN1CCN(CC1)CCOC)=O ((R)-1-(4-chlorophenyl)-3-(4-(2-methoxyethyl)piperazin-1-yl)methyl-2-pyrrolidinone benzenesulfonate monohydrate). The yield is 154.3%. As a reaction SMILES: O.[C:2]1([S:8]([OH:11])(=[O:10])=[O:9])[CH:7]=[CH:6][CH:5]=[CH:4][CH:3]=1.[Cl:12][C:13]1[CH:18]=[CH:17][C:16]([N:19]2[CH2:23][CH2:22][C@H:21]([CH2:24][N:25]3[CH2:30][CH2:29][N:28]([CH2:31][CH2:32][O:33][CH3:34])[CH2:27][CH2:26]3)[C:20]2=[O:35])=[CH:15][CH:14]=1>C(O)C>[OH2:9].[C:2]1([S:8]([OH:11])(=[O:10])=[O:9])[CH:7]=[CH:6][CH:5]=[CH:4][CH:3]=1.[Cl:12][C:13]1[CH:18]=[CH:17][C:16]([N:19]2[CH2:23][CH2:22][C@H:21]([CH2:24][N:25]3[CH2:26][CH2:27][N:28]([CH2:31][CH2:32][O:33][CH3:34])[CH2:29][CH2:30]3)[C:20]2=[O:35])=[CH:15][CH:14]=1 |f:0.1,4.5.6|. Procedure: To a solution of 176 mg of benzenesulfonic acid monohydrate in 10 mL of ethanol was added a solution of 352 mg of (R)-1-(4-chlorophenyl)-3-(4-(2-methoxyethyl)piperazin-1-yl)methyl-2-pyrrolidinone in 10 mL of ethanol. The mixture was concentrated. The residue was sludged with ethanol. The solid formed was filtered and dried to give 407 mg of the title compound. Run in hexanes, C(CCC)C=1N(C(=CN1)/C=C(/C(=O)OC)\CC=1SC=CC1)CC1=C(C=CC=C1F)Cl (methyl (E)-[2-n-butyl-1-{(2-chloro-6-fluorophenyl)methyl}-1H-imidazol-5-yl]-2-(2-thienyl)methyl-2-propenoate). The product is C(CCC)C=1N(C(=CN1)/C=C(/C(=O)O)\CC=1SC=CC1)CC1=C(C=CC=C1F)Cl ((E)-3-[2-n-butyl-1-{(2-chloro-6-fluorophenyl)methyl}-1H-imidazol-5-yl]-2-(2-thienyl)methyl-2-propenoic acid). As a reaction SMILES: [CH2:1]([C:5]1[N:6]([CH2:12][C:13]2[C:18]([F:19])=[CH:17][CH:16]=[CH:15][C:14]=2[Cl:20])[C:7]([CH:10]=O)=[CH:8][N:9]=1)[CH2:2][CH2:3][CH3:4].[H-].[Na+].C(COC)OC.C(C1N(CC2C(F)=CC=CC=2Cl)C(/C=C(/C2NN=NN=2)\[CH2:40][C:41]2[S:42][CH:43]=[CH:44][CH:45]=2)=CN=1)CCC.[C:60]([O:63]CC)(=[O:62])[CH3:61]>C(C1N(CC2C(F)=CC=CC=2Cl)C(/C=C(\CC2SC=CC=2)/C(OC)=O)=CN=1)CCC>[CH2:1]([C:5]1[N:6]([CH2:12][C:13]2[C:18]([F:19])=[CH:17][CH:16]=[CH:15][C:14]=2[Cl:20])[C:7](/[CH:10]=[C:61](\[CH2:40][C:41]2[S:42][CH:43]=[CH:44][CH:45]=2)/[C:60]([OH:63])=[O:62])=[CH:8][N:9]=1)[CH2:2][CH2:3][CH3:4] |f:1.2|. Reactants: C(CCC)C=1N(C(=CN1)C=O)CC1=C(C=CC=C1F)Cl (2-n-Butyl-1-(2-chloro-6-fluorophenyl)methyl-1H-imidazole-5-carboxaldehyde), trimethyl 3-(2-thienyl)-2-phosphonopropionate, [H-].[Na+] (sodium hydride), C(OC)COC (glyme), ( Z )-isomer, C(C)(=O)OCC (ethyl acetate), C(CCC)C=1N(C(=CN1)\C=C(/CC=1SC=CC1)\C1=NN=NN1)CC1=C(C=CC=C1F)Cl ((E)-1-[2-n-Butyl-1-{(2-chloro-6-fluorophenyl)methyl}-1H-imidazol-5-yl]-2-(1H-tetrazol-5-yl)-3-(2-thienyl)-1-propene). Procedure: The procedure of Example 1, Method A, is used. 2-n-Butyl-1-(2-chloro-6-fluorophenyl)methyl-1H-imidazole-5-carboxaldehyde, trimethyl 3-(2-thienyl)-2-phosphonopropionate, sodium hydride and glyme are held at 60° C. for 1 hour to give, after chromatography over silica gel with 50% of hexanes in ethyl acetate, methyl (E)-[2-n-butyl-1-{(2-chloro-6-fluorophenyl)methyl}-1H-imidazol-5-yl]-2-(2-thienyl)methyl-2-propenoate and corresponding cis or (Z)-isomer. The (E)-isomer is hydrolyzed to afford (E)-3-[... The reactants are [N+](=O)([O-])C1=CC=C(C=C1)CC([N+](=O)[O-])(C)C (2-(4-nitrophenyl)-1,1-dimethyl-1-nitroethane), [N+](=O)([O-])C1=CC=C(CCl)C=C1 (p-nitrobenzyl chloride), [N+](=O)([O-])C(C)C (2-nitropropane), [H-].[Li+] (lithium hydride). Reagents/catalysts: [Ru] (ruthenium on carbon). Run in O1CCOCC1 (dioxane). Run at time 7 hour. The product is N[C@@H]1CC[C@H](CC1)CC(C)(C)N (trans 2-(4-aminocyclohexyl)-1,1-dimethylethylamine), N[C@H]1CC[C@H](CC1)CC(C)(C)N (cis 2-(4-aminocyclohexyl)-1,1-dimethylethylamine). As a reaction SMILES: [N+:1]([C:4]1[CH:9]=[CH:8][C:7]([CH2:10][C:11]([CH3:16])([CH3:15])[N+:12]([O-])=O)=[CH:6][CH:5]=1)([O-])=O.[N+](C1C=CC(CCl)=CC=1)([O-])=O.[N+](C(C)C)([O-])=O.[H-].[Li+]>O1CCOCC1.[Ru]>[NH2:1][C@H:4]1[CH2:9][CH2:8][C@H:7]([CH2:10][C:11]([NH2:12])([CH3:15])[CH3:16])[CH2:6][CH2:5]1.[NH2:1][C@@H:4]1[CH2:9][CH2:8][C@H:7]([CH2:10][C:11]([NH2:12])([CH3:15])[CH3:16])[CH2:6][CH2:5]1 |f:3.4|. Procedure: Ten grams of 2-(4-nitrophenyl)-1,1-dimethyl-1-nitroethane, prepared from the reaction of p-nitrobenzyl chloride and 2-nitropropane catalyzed by lithium hydride, dissolved in dioxane, was hydrogenated in the presence of 0.8 grams of 10% ruthenium on carbon at 120° C. and 1600 p.s.i.g. for 7 hours. The reaction mixture was filtered and the filtrate was fractionally distilled to produce 6.7 grams of trans 2-(4-aminocyclohexyl)-1,1-dimethylethylamine (A) boiling point 78° C. at 0.2 mm Hg, and 1.5 gr... The reactants are C(C)(=O)Cl (Acetyl chloride), NC1=CC=2N=CN=C(C2C=N1)SC (7-amino-4-methylthiopyrido[4,3-d]pyrimidine), O (Water). The solvent is C1CCOC1 (THF). Run at temperature 20 celsius, time 4 hour. Product: C(C)(=O)NC1=CC=2N=CN=C(C2C=N1)SC (7-acetylamino-4-methylthiopyrido[4,3-d]pyrimidine). Yield: 49.3%. Reaction SMILES: [C:1](Cl)(=[O:3])[CH3:2].[NH2:5][C:6]1[N:15]=[CH:14][C:13]2[C:12]([S:16][CH3:17])=[N:11][CH:10]=[N:9][C:8]=2[CH:7]=1.O>C1COCC1>[C:1]([NH:5][C:6]1[N:15]=[CH:14][C:13]2[C:12]([S:16][CH3:17])=[N:11][CH:10]=[N:9][C:8]=2[CH:7]=1)(=[O:3])[CH3:2]. Reported procedure: Acetyl chloride (0.70 mL, 9.84 mmol) is added to a solution of 7-amino-4-methylthiopyrido[4,3-d]pyrimidine (0.20 g, 1.04 mmol) (described in a previous experimental) and Eton (1.51 mL, 10.8 mmol) in THF at 0° C., and then the mixture is stirred at 20° C. for 4 h. Water (50 mL) was added, then the solution was extracted with EtOAc (3×50 mL). Evaporation and chromatography on alumina (1% EtOH/CHCl3) yields 7-acetylamino-4-methylthiopyrido[4,3-d]pyrimidine (0.12 g, 49%) as a yellow solid. 1H NMR (D... Product: C1(CC1)NC(=O)C=1C=C(C(=CC1)C)C1=C(C=C(C=C1)C1=NOC(=N1)C)C (6,2′-Dimethyl-4′-(5-methyl-[1,2,4]oxadiazol-3-yl)-biphenyl-3-carboxylic acid cyclopropylamide). Reported procedure: Example 29 was prepared using 3-(4-bromo-3-methylphenyl)-5-methyl-[1,2,4]oxadiazole and N-cyclopropyl-4-methyl-3-(4,4,5,5-tetramethyl-[1,3,2]dioxaborolan-2-yl)-benzamide (Intermediate 17) using DMF as the solvent. RXN SMILES: Br[C:2]1[CH:7]=[CH:6][C:5]([C:8]2[N:12]=[C:11]([CH3:13])[O:10][N:9]=2)=[CH:4][C:3]=1[CH3:14].[CH:15]1([CH2:18][NH:19][C:20](=[O:37])[C:21]2[CH:26]=[CH:25][C:24]([CH3:27])=[C:23](B3OC(C)(C)C(C)(C)O3)[CH:22]=2)[CH2:17]C1>CN(C=O)C>[CH:18]1([NH:19][C:20]([C:21]2[CH:22]=[C:23]([C:2]3[CH:7]=[CH:6][C:5]([C:8]4[N:12]=[C:11]([CH3:13])[O:10][N:9]=4)=[CH:4][C:3]=3[CH3:14])[C:24]([CH3:27])=[CH:25][CH:26]=2)=[O:37])[CH2:15][CH2:17]1. Reactants: BrC1=C(C=C(C=C1)C1=NOC(=N1)C)C (3-(4-bromo-3-methylphenyl)-5-methyl-[1,2,4]oxadiazole), C1(CC1)CNC(C1=CC(=C(C=C1)C)B1OC(C(O1)(C)C)(C)C)=O (N-cyclopropylmethyl-4-methyl-3-(4,4,5,5-tetramethyl-[1,3,2]-dioxaborolan-2-yl)benzamide), C1(CC1)CNC(C1=CC(=C(C=C1)C)B1OC(C(O1)(C)C)(C)C)=O (N-cyclopropylmethyl-4-methyl-3-(4,4,5,5-tetramethyl-[1,3,2]-dioxaborolan-2-yl)benzamide). Run in CN(C)C=O (DMF).